From a dataset of the Open Reaction Database (ORD), a public repository of structured organic reaction records. describe an organic reaction: reactants, conditions, products, and yield Reactants: CCCCCC (hexane), N[C@@H](C(C)C)C(=O)O (Valine), FC1=CC=C(C=C1)S(=O)(=O)Cl (4-fluorobenzenesulfonyl chloride), O (water). Solvent: C(C)(=O)OCC (ethyl acetate), O1CCCC1 (tetrahydrofuran), CCCCCC.C(C)(=O)OCC (hexane ethyl acetate), [OH-].[Na+] (sodium hydroxide), [OH-].[Na+] (sodium hydroxide), O1CCCC1 (tetrahydrofuran). Product: FC1=CC=C(C=C1)S(=O)(=O)N[C@@H](C(C)C)C(=O)O (N-((4-fluorophenyl)sulfonyl)-L-valine). Isolated yield 62.6%. Reaction SMILES: [NH2:1][C@H:2]([C:6]([OH:8])=[O:7])[CH:3]([CH3:5])[CH3:4].O.[F:10][C:11]1[CH:16]=[CH:15][C:14]([S:17](Cl)(=[O:19])=[O:18])=[CH:13][CH:12]=1.CCCCCC>[OH-].[Na+].O1CCCC1.CCCCCC.C(OCC)(=O)C.C(OCC)(=O)C>[F:10][C:11]1[CH:16]=[CH:15][C:14]([S:17]([NH:1][C@H:2]([C:6]([OH:8])=[O:7])[CH:3]([CH3:5])[CH3:4])(=[O:19])=[O:18])=[CH:13][CH:12]=1 |f:4.5,7.8|. Procedure: Valine (11.7 g, 100 mmol) was dissolved in 1M aqueous sodium hydroxide (100 mL), and then purified water (150 mL) and tetrahydrofuran (100 mL) were added thereto. The solution was stirred under ice-cooling, and to the solution were dropwise added 1M aqueous sodium hydroxide (100 mL) and a solution of 4-fluorobenzenesulfonyl chloride (17.5 g, 90 mmol) in tetrahydrofuran (100 mL) simultaneously. The mixed solution was stirred and allowed to react at room temperature for 18 hours. After completion ... The reactants are COC(OC)OC, CO, Cl, C=CCC(N)(CF)C(=O)O. Yields the product Cl, C=CCC(N)(CF)C(=O)OC. Reaction SMILES: [CH3:11][O:12][CH:13]([O:14][CH3:15])[O:16][CH3:17].[CH3:19][OH:20].[ClH:18].[F:1][CH2:2][C:3]([C:4](=[O:5])[OH:6])([CH2:7][CH:8]=[CH2:9])[NH2:10]>>[ClH:18].[F:1][CH2:2][C:3]([C:4](=[O:5])[O:6][CH3:11])([CH2:7][CH:8]=[CH2:9])[NH2:10]. Starting materials: CC(C)(C)OC(=O)N1CCC(=O)CC1, C[S+](C)(C)=O, [H-], [I-], [Na+], CN(C)C=O. Yields the product CC(C)(C)OC(=O)N1CCC2(CC1)CO2. Reaction SMILES: [C:9](=[O:10])([O:11][C:12]([CH3:13])([CH3:14])[CH3:15])[N:16]1[CH2:17][CH2:18][C:19](=[O:22])[CH2:20][CH2:21]1.[CH3:2][S+:3]([CH3:4])([CH3:5])=[O:6].[H-:8].[I-:1].[Na+:7].[O:23]=[CH:24][N:25]([CH3:26])[CH3:27]>>[CH2:2]1[C:19]2([CH2:18][CH2:17][N:16]([C:9](=[O:10])[O:11][C:12]([CH3:13])([CH3:14])[CH3:15])[CH2:21][CH2:20]2)[O:22]1. Starting materials: C(C)(C)(C)OC(=O)N1C(C=C(CC1)C=1SC2=C(N1)C(=CC=C2)C)C (1-(t-butyloxycarbonyl)-4-(4-methylbenzothiazol-2-yl)-2-methyl-1,2,5,6-tetrahydropyridine), FC(C(=O)O)(F)F (trifluoroacetic acid). Solvent: ClCCl (dichloromethane), [OH-].[Na+] (sodium hydroxide). Run at temperature 0 celsius, time 30 minute. Yields the product CC1=CC=CC2=C1N=C(S2)C2=CC(NCC2)C (4-(4-Methylbenzothiazol-2-yl)-2-methyl-1,2,5,6-tetrahydropyridine). Isolated yield 80.1%. RXN SMILES: C(OC([N:8]1[CH2:13][CH2:12][C:11]([C:14]2[S:15][C:16]3[CH:22]=[CH:21][CH:20]=[C:19]([CH3:23])[C:17]=3[N:18]=2)=[CH:10][CH:9]1[CH3:24])=O)(C)(C)C.FC(F)(F)C(O)=O>ClCCl.[OH-].[Na+]>[CH3:23][C:19]1[C:17]2[N:18]=[C:14]([C:11]3[CH2:12][CH2:13][NH:8][CH:9]([CH3:24])[CH:10]=3)[S:15][C:16]=2[CH:22]=[CH:21][CH:20]=1 |f:3.4|. Procedure details: Scheme IIA, Step B: To a mixture of 1-(t-butyloxycarbonyl)-4-(4-methylbenzothiazol-2-yl)-2-methyl-1,2,5,6-tetrahydropyridine (1.297 g, 3.77 mmol) in dichloromethane (12 mL) at 0° C. was added trifluoroacetic acid (12 mL). The mixture was stirred at 0° C. for 30 minutes, then at 20° C. for 30 minutes. The mixture was diluted with 2 N sodium hydroxide and extracted 3 times with ethyl acetate. The combined organics were dried over sodium sulfate then filtered and evaporated. The residue was chromat...